Dataset: the Open Reaction Database (ORD), a public repository of structured organic reaction records. Task: describe an organic reaction: reactants, conditions, products, and yield Reactants: C(=O)(OCC)C1C(CCCCC1)=O (2-carboethoxy-cycloheptanone), [H][H] (hydrogen), oil, [I-].[Na+] (sodium iodide), [H-].[Na+] (sodium hydride), BrCC(=O)OCC (Ethyl bromoacetate). Solvent: O (water), C1(=CC=CC=C1)C (toluene). Conditions: temperature 65 celsius. Product: C(=O)(OCC)C1(C(CCCCC1)=O)CC(=O)OCC (2-carboethoxy-2-carboethoxymethylcycloheptanone). As a reaction SMILES: [C:1]([CH:6]1[CH2:12][CH2:11][CH2:10][CH2:9][CH2:8][C:7]1=[O:13])([O:3][CH2:4][CH3:5])=[O:2].[I-].[Na+].[H-].[Na+].[H][H].Br[CH2:21][C:22]([O:24][CH2:25][CH3:26])=[O:23]>C1(C)C=CC=CC=1.O>[C:1]([C:6]1([CH2:21][C:22]([O:24][CH2:25][CH3:26])=[O:23])[CH2:12][CH2:11][CH2:10][CH2:9][CH2:8][C:7]1=[O:13])([O:3][CH2:4][CH3:5])=[O:2] |f:1.2,3.4|. Reported procedure: For example, a solution of 2-carboethoxy-cycloheptanone (I) (92.2 g, 0.5 mole) in toluene (1.6 l) is treated with sodium iodide (1 g) and 60% sodium hydride in mineral oil (23.3 g, 0.58 mole). The mixture is heated at 110° C. until hydrogen gas evolution drops off. Ethyl bromoacetate (98.0 g, 0.58 mole) is added dropwise and the mixture is warmed to 65° C. for 18 hours. The mixture is cooled and water (500 ml) is added. The layers are separated and the aqueous layer is extracted with toluene (2×... Starting materials: CN(C)c1ccc(Br)cc1, [Li]C(C)(C)C, CCCCC, O=C([O-])C(F)(F)c1ccccc1, C1CCOC1, O. The product is CN(C)c1ccc(C(=O)C(F)(F)c2ccccc2)cc1. As a reaction SMILES: [Br:1][c:2]1[cH:3][cH:4][c:5]([N:6]([CH3:7])[CH3:8])[cH:9][cH:10]1.[C:11]([Li:12])([CH3:13])([CH3:14])[CH3:15].[CH3:34][CH2:35][CH2:36][CH2:37][CH3:38].[F:16][C:17]([C:18](=[O:19])[O-:20])([F:21])[c:22]1[cH:23][cH:24][cH:25][cH:26][cH:27]1.[O:29]1[CH2:30][CH2:31][CH2:32][CH2:33]1.[OH2:28]>>[c:2]1([C:18]([C:17]([F:16])([F:21])[c:22]2[cH:23][cH:24][cH:25][cH:26][cH:27]2)=[O:19])[cH:3][cH:4][c:5]([N:6]([CH3:7])[CH3:8])[cH:9][cH:10]1. Starting materials: O=C1CCC(=O)N1Br, ClC(Cl)(Cl)Cl, COc1cc(Cl)ccc1C, CC(C)(C#N)N=NC(C)(C)C#N. Product: COc1cc(Cl)ccc1CBr. RXN SMILES: [Br:11][N:12]1[C:13](=[O:14])[CH2:15][CH2:16][C:17]1=[O:18].[C:31]([Cl:32])([Cl:33])([Cl:34])[Cl:35].[Cl:1][c:2]1[cH:3][c:4]([O:9][CH3:10])[c:5]([CH3:8])[cH:6][cH:7]1.[N:19]#[C:20][C:21]([N:22]=[N:23][C:24]([C:25]#[N:26])([CH3:27])[CH3:28])([CH3:29])[CH3:30]>>[Cl:1][c:2]1[cH:3][c:4]([O:9][CH3:10])[c:5]([CH2:8][Br:11])[cH:6][cH:7]1. The reactants are CO, CC(C)Oc1cc(Nc2nc(NC(C)c3ccc(F)cn3)ncc2Cl)n[nH]1, O=P(O)(O)O. Yields the product CC(C)Oc1cc(Nc2nc(NC(C)c3ccc(F)cn3)ncc2Cl)n[nH]1, O=P(O)(O)O. Reaction SMILES: [CH3:33][OH:34].[Cl:1][c:2]1[c:3]([NH:18][c:19]2[n:20][nH:21][c:22]([O:24][CH:25]([CH3:26])[CH3:27])[cH:23]2)[n:4][c:5]([NH:8][CH:9]([CH3:10])[c:11]2[n:12][cH:13][c:14]([F:17])[cH:15][cH:16]2)[n:6][cH:7]1.[P:28]([OH:29])([OH:30])([OH:31])=[O:32]>>[Cl:1][c:2]1[c:3]([NH:18][c:19]2[n:20][nH:21][c:22]([O:24][CH:25]([CH3:26])[CH3:27])[cH:23]2)[n:4][c:5]([NH:8][CH:9]([CH3:10])[c:11]2[n:12][cH:13][c:14]([F:17])[cH:15][cH:16]2)[n:6][cH:7]1.[P:28](=[O:29])([OH:30])([OH:31])[OH:32]. The reactants are BrC1=CN=C2N1N=C(C=C2)Cl (3-bromo-6-chloroimidazo[1,2-b]pyridazine), N1(CCCC1)CCCN (3-(pyrrolidin-1-yl)propan-1-amine), intermediate. Product: BrC1=CN=C2N1N=C(C=C2)NCCCN2CCCC2 (3-Bromo-N-(3-(pyrrolidin-1-yl)propyl)imidazo[1,2-b]pyridazin-6-amine). RXN SMILES: [Br:1][C:2]1[N:6]2[N:7]=[C:8](Cl)[CH:9]=[CH:10][C:5]2=[N:4][CH:3]=1.[N:12]1([CH2:17][CH2:18][CH2:19][NH2:20])[CH2:16][CH2:15][CH2:14][CH2:13]1>>[Br:1][C:2]1[N:6]2[N:7]=[C:8]([NH:20][CH2:19][CH2:18][CH2:17][N:12]3[CH2:16][CH2:15][CH2:14][CH2:13]3)[CH:9]=[CH:10][C:5]2=[N:4][CH:3]=1. Reported procedure: Prepared from 3-bromo-6-chloroimidazo[1,2-b]pyridazine and 3-(pyrrolidin-1-yl)propan-1-amine according to general procedure 1 providing the intermediate (227 mg, 81%) as a clear oil; 1H NMR (500 MHz, CDCl3) δ 7.53 (d, J=9.6 Hz, 1H), 7.44 (s, 1H), 6.40 (brs, 1H), 6.35 (d, J=9.6 Hz, 1H), 3.52 (quart, J=5.2 Hz, 2H), 2.67 (t, J=6.2 Hz, 2H), 2.57-2.54 (m, 4H), 1.86 (quin, J=6.3 Hz, 2H), 1.84-1.78 (m, 4H); ES-MS: (M+H)=324, 326 m/z.